From a dataset of the Open Reaction Database (ORD), a public repository of structured organic reaction records. describe an organic reaction: reactants, conditions, products, and yield Starting materials: CCOC(=O)Cc1cn(Cc2ccc(OCc3nc(-c4ccccc4)oc3C)nc2)nc1-c1ccccc1, CCO, Cl, [Na+], C1CCOC1, [OH-]. Yields the product Cc1oc(-c2ccccc2)nc1COc1ccc(Cn2cc(CC(=O)O)c(-c3ccccc3)n2)cn1. As a reaction SMILES: [CH3:1][c:2]1[c:3]([CH2:13][O:14][c:15]2[cH:16][cH:17][c:18]([CH2:21][n:22]3[n:23][c:24](-[c:33]4[cH:34][cH:35][cH:36][cH:37][cH:38]4)[c:25]([CH2:27][C:28](=[O:29])[O:30][CH2:31][CH3:32])[cH:26]3)[cH:19][n:20]2)[n:4][c:5](-[c:7]2[cH:8][cH:9][cH:10][cH:11][cH:12]2)[o:6]1.[CH3:47][CH2:48][OH:49].[ClH:46].[Na+:40].[O:41]1[CH2:42][CH2:43][CH2:44][CH2:45]1.[OH-:39]>>[CH3:1][c:2]1[c:3]([CH2:13][O:14][c:15]2[cH:16][cH:17][c:18]([CH2:21][n:22]3[n:23][c:24](-[c:33]4[cH:34][cH:35][cH:36][cH:37][cH:38]4)[c:25]([CH2:27][C:28](=[O:29])[OH:30])[cH:26]3)[cH:19][n:20]2)[n:4][c:5](-[c:7]2[cH:8][cH:9][cH:10][cH:11][cH:12]2)[o:6]1. Starting materials: step-ii, C(CC1=CC=CC=C1)N1N=CC(=C1)C1=CNC2=NC=C(C=C21)C2=CC=C(C=C2)C2CCN(CC2)C(=O)OC(C)(C)C (tert-butyl 4-(4-(3-(1-phenethyl-1H-pyrazol-4-yl)-1H-pyrrolo[2,3-b]pyridin-5-yl)phenyl)piperidine-1-carboxylate). The solvent is C(=O)(C(F)(F)F)O.C1(=CC=CC=C1)C (TFA toluene). Product: C(CC1=CC=CC=C1)N1N=CC(=C1)C1=CNC2=NC=C(C=C21)C2=CC=C(C=C2)C2CCNCC2 (3-(1-phenethyl-1H-pyrazol-4-yl)-5-(4-(piperidin-4-yl)phenyl)-1H-pyrrolo[2,3-b]pyridine). Yield: 20.2%. RXN SMILES: [CH2:1]([N:9]1[CH:13]=[C:12]([C:14]2[C:22]3[C:17](=[N:18][CH:19]=[C:20]([C:23]4[CH:28]=[CH:27][C:26]([CH:29]5[CH2:34][CH2:33][N:32](C(OC(C)(C)C)=O)[CH2:31][CH2:30]5)=[CH:25][CH:24]=4)[CH:21]=3)[NH:16][CH:15]=2)[CH:11]=[N:10]1)[CH2:2][C:3]1[CH:8]=[CH:7][CH:6]=[CH:5][CH:4]=1>C(O)(C(F)(F)F)=O.C1(C)C=CC=CC=1>[CH2:1]([N:9]1[CH:13]=[C:12]([C:14]2[C:22]3[C:17](=[N:18][CH:19]=[C:20]([C:23]4[CH:24]=[CH:25][C:26]([CH:29]5[CH2:34][CH2:33][NH:32][CH2:31][CH2:30]5)=[CH:27][CH:28]=4)[CH:21]=3)[NH:16][CH:15]=2)[CH:11]=[N:10]1)[CH2:2][C:3]1[CH:4]=[CH:5][CH:6]=[CH:7][CH:8]=1 |f:1.2|. Reported procedure: Using similar reaction conditions as described in step-ii of example-7, tert-butyl 4-(4-(3-(1-phenethyl-1H-pyrazol-4-yl)-1H-pyrrolo[2,3-b]pyridin-5-yl)phenyl)piperidine-1-carboxylate (85 mg, 0.155 mmol) was deprotected in TFA/toluene (2.5/5 ml). This afforded 14 mg (20.2% yield) of the titled compound. 1H NMR (CD3OD, 300 MHz): δ 8.576-8.571 (d, 1H), 8.46-8.45 (d, 1H), 7.90 (s, 1H), 7.81 (s, 1H), 7.73-7.71 (m, 3H), 7.48-7.46 (d, 2H), 7.25-7.20 (m, 2H), 7.14-7.07 (m, 3H), 7.48-7.43 (t, 2H), 3.56-3... Starting materials: Cc1ccc(C#N)cc1, O, O=[N+]([O-])O. Yields the product Cc1ccc(C#N)cc1[N+](=O)[O-]. Reaction SMILES: [C:5](#[N:6])[c:7]1[cH:8][cH:9][c:10]([CH3:13])[cH:11][cH:12]1.[OH2:14].[OH:1][N+:2]([O-:3])=[O:4]>>[O-:1][N+:2](=[O:4])[c:9]1[cH:8][c:7]([C:5]#[N:6])[cH:12][cH:11][c:10]1[CH3:13]. Reactants: CC=1SC=C2C1NC1=C(NC2=O)C=CC=C1 (9,10-dihydro-3-methyl-4H-thieno[3,4-b][1,5]benzodiazepin-10-one), ClCC(=O)Cl (chloroacetyl chloride). Solvent: O1CCOCC1 (dioxane). The product is ClCC(=O)N1C=2C(C(NC3=C1C=CC=C3)=O)=CSC2C (4-chloroacetyl-9,10-dihydro-3-methyl-4H-thieno[3,4-b][1,5]benzodiazepin-10-one). RXN SMILES: [CH3:1][C:2]1[S:3][CH:4]=[C:5]2[C:11](=[O:12])[NH:10][C:9]3[CH:13]=[CH:14][CH:15]=[CH:16][C:8]=3[NH:7][C:6]=12.[Cl:17][CH2:18][C:19](Cl)=[O:20]>O1CCOCC1>[Cl:17][CH2:18][C:19]([N:7]1[C:8]2[CH:16]=[CH:15][CH:14]=[CH:13][C:9]=2[NH:10][C:11](=[O:12])[C:5]2=[CH:4][S:3][C:2]([CH3:1])=[C:6]12)=[O:20]. Procedure: 8 g of 9,10-dihydro-3-methyl-4H-thieno[3,4-b][1,5]benzodiazepin-10-one and 5.6 ml of chloroacetyl chloride are boiled in 160 ml of dioxane (containing 8 g of ground potassium carbonate) under reflux for 8 hours. The thus-obtained suspension is concentrated to dryness; the resulting residue is taken up in toluene; the toluene mixture is washed with sodium bicarbonate solution and then with water, and the toluene solution is dried over sodium sulfate. Concentration of the dried toluene solution yi... Starting materials: ClCCCCCCCCOC1=C(C=CC=C1)CCC(C=O)C1=CC=CC=C1 (4-(8-chlorooctoxy-phenyl)-2-phenyl-1-butanone), IC1=CC=C(C=C1)I (1,4-diiodobenzene), C(CCC)[Li] (n-butyllithium), N#N (N2). Solvent: O1CCCC1 (tetrahydrofuran), O1CCCC1 (tetrahydrofuran). Run at time 15 minute. The product is ClCCCCCCCCOC1=C(C=CC=C1)CCC(=CC1=CC=C(C=C1)I)C1=CC=CC=C1 (4-(8-chlorooctoxyphenyl)-1-(4-iodophenyl)-2-phenyl-1-butene). As a reaction SMILES: I[C:2]1[CH:7]=[CH:6][C:5]([I:8])=[CH:4][CH:3]=1.C([Li])CCC.N#N.[Cl:16][CH2:17][CH2:18][CH2:19][CH2:20][CH2:21][CH2:22][CH2:23][CH2:24][O:25][C:26]1[CH:31]=[CH:30][CH:29]=[CH:28][C:27]=1[CH2:32][CH2:33][CH:34]([C:37]1[CH:42]=[CH:41][CH:40]=[CH:39][CH:38]=1)[CH:35]=O>O1CCCC1>[Cl:16][CH2:17][CH2:18][CH2:19][CH2:20][CH2:21][CH2:22][CH2:23][CH2:24][O:25][C:26]1[CH:31]=[CH:30][CH:29]=[CH:28][C:27]=1[CH2:32][CH2:33][C:34]([C:37]1[CH:42]=[CH:41][CH:40]=[CH:39][CH:38]=1)=[CH:35][C:2]1[CH:7]=[CH:6][C:5]([I:8])=[CH:4][CH:3]=1. Procedure: To a stirred solution of 1,4-diiodobenzene (9.9 g, 30 mmol) in anhydrous tetrahydrofuran (100 ml) was added n-butyllithium (18.75 ml, 1.6M in hexanes, 30 mmol) dropwise under N2 at -78° C., and stirring was continued for 15 min. A solution of 1-(4-(8-chlorooctoxy-phenyl)-2-phenyl-1-butanone (11.18 g, 29 mmol) in tetrahydrofuran (50 ml) was added and stirring continued at -78° C. for 2 h. Then the mixture was allowed to warm to room temperature. After 16 h, the mixture was quenched with saturated... Reactants: C1CCOC1, CC1CC2(CCC1=O)OCCO2. Product: CC1CC2(CCC1O)OCCO2. As a reaction SMILES: [CH2:13]1[O:14][CH2:15][CH2:16][CH2:17]1.[CH3:1][CH:2]1[CH2:3][C:4]2([O:5][CH2:6][CH2:7][O:8]2)[CH2:9][CH2:10][C:11]1=[O:12]>>[CH3:1][CH:2]1[CH2:3][C:4]2([O:5][CH2:6][CH2:7][O:8]2)[CH2:9][CH2:10][CH:11]1[OH:12]. The reactants are [Br-], C[Si](C)(C)[N-][Si](C)(C)C, C[P+](c1ccccc1)(c1ccccc1)c1ccccc1, CC(C)(C)OC(=O)N1CCC(c2nc(C=O)cs2)CC1, [Na+], C1CCOC1, O. Yields the product C=Cc1csc(C2CCN(C(=O)OC(C)(C)C)CC2)n1. RXN SMILES: [Br-:31].[CH3:1][Si:2]([N-:3][Si:4]([CH3:5])([CH3:6])[CH3:7])([CH3:8])[CH3:9].[CH3:32][P+:33]([c:34]1[cH:35][cH:36][cH:37][cH:38][cH:39]1)([c:40]1[cH:41][cH:42][cH:43][cH:44][cH:45]1)[c:46]1[cH:47][cH:48][cH:49][cH:50][cH:51]1.[CH:11](=[O:12])[c:13]1[n:14][c:15]([CH:18]2[CH2:19][CH2:20][N:21]([C:24](=[O:25])[O:26][C:27]([CH3:28])([CH3:29])[CH3:30])[CH2:22][CH2:23]2)[s:16][cH:17]1.[Na+:10].[O:52]1[CH2:53][CH2:54][CH2:55][CH2:56]1.[OH2:57]>>[CH2:1]=[CH:11][c:13]1[n:14][c:15]([CH:18]2[CH2:19][CH2:20][N:21]([C:24](=[O:25])[O:26][C:27]([CH3:28])([CH3:29])[CH3:30])[CH2:22][CH2:23]2)[s:16][cH:17]1. The reactants are C(C1=CC=CC=C1)OC=1C(=CC2=C(CCO2)C1)COS(=O)(=O)C (5-benzyloxy-6-(methanesulfonyloxymethyl)-2,3-dihydrobenzofuran), resultant solution, [I-].[Na+] (sodium iodide). The solvent is C(C)OCC (ethyl ether), CC(=O)C (acetone), CC(=O)C (acetone). Reaction conditions: time 72 hour. Product: C(C1=CC=CC=C1)OC=1C(=CC2=C(CCO2)C1)CI (5-benzyloxy-6-iodomethyl-2,3-dihydrobenzofuran). The yield is 90.1%. RXN SMILES: [CH2:1]([O:8][C:9]1[C:10]([CH2:18]OS(C)(=O)=O)=[CH:11][C:12]2[O:16][CH2:15][CH2:14][C:13]=2[CH:17]=1)[C:2]1[CH:7]=[CH:6][CH:5]=[CH:4][CH:3]=1.[I-:24].[Na+]>CC(C)=O.C(OCC)C>[CH2:1]([O:8][C:9]1[C:10]([CH2:18][I:24])=[CH:11][C:12]2[O:16][CH2:15][CH2:14][C:13]=2[CH:17]=1)[C:2]1[CH:7]=[CH:6][CH:5]=[CH:4][CH:3]=1 |f:1.2|. Reported procedure: A flame dried, N2 purged 1-liter, 3-neck round bottom flask equipped with an internal thermometer and mechanical stirrer was charged with 5-benzyloxy-6-(methanesulfonyloxymethyl)-2,3-dihydrobenzofuran (30.60 g, 0.10 moles) and anhydrous acetone (250 ml). The resultant solution was cooled to 0° C. and with efficient stirring sodium iodide (59.90 g, 0.40 moles) in acetone (150 ml) was added in one portion. The reaction mixture was stirred at room temperature for 72 hours and then suction filtered ... Starting materials: N (ammonia), C(OC1=C(C=C(C(=C1)[N+](=O)[O-])F)C)(OC)=O ((4-fluoro-2-methyl-5-nitrophenyl) methyl carbonate). Solvent: CO (methanol). Run at time 1 hour. The product is FC1=CC(=C(C=C1[N+](=O)[O-])O)C (4-fluoro-2-methyl-5-nitrophenol). Isolated yield 100.0%. RXN SMILES: N.C(=O)(OC)[O:3][C:4]1[CH:9]=[C:8]([N+:10]([O-:12])=[O:11])[C:7]([F:13])=[CH:6][C:5]=1[CH3:14]>CO>[F:13][C:7]1[C:8]([N+:10]([O-:12])=[O:11])=[CH:9][C:4]([OH:3])=[C:5]([CH3:14])[CH:6]=1. Procedure details: Concentrated aqueous ammonia solution (30 ml) was added to a solution of (4-fluoro-2-methyl-5-nitrophenyl) methyl carbonate (6 g, 26 mmol), (prepared as described in EP 0307777 A2), in methanol (150 ml) and the mixture stirred for 1 hour at ambient temperature. Most of the organic solvent was removed by evaporation and the residue was partitioned between water and ethyl acetate. The organic layer was separated, dried (MgSO4) and the volatiles removed by evaporation to give 4-fluoro-2-methyl-5-ni... Reactants: O=C(NCC1CC(c2ccc(Br)cc2)=NO1)c1ccc(Cl)s1, O=C([O-])[O-], C1CCOC1, [Cs+], [Cs+], Nc1ccccc1. The product is O=C(NCC1CC(c2ccc(Nc3ccccc3)cc2)=NO1)c1ccc(Cl)s1. RXN SMILES: [Br:1][c:2]1[cH:3][cH:4][c:5]([C:8]2=[N:9][O:10][CH:11]([CH2:13][NH:14][C:15](=[O:16])[c:17]3[s:18][c:19]([Cl:22])[cH:20][cH:21]3)[CH2:12]2)[cH:6][cH:7]1.[C:30](=[O:31])([O-:32])[O-:33].[CH2:36]1[O:37][CH2:38][CH2:39][CH2:40]1.[Cs+:34].[Cs+:35].[NH2:23][c:24]1[cH:25][cH:26][cH:27][cH:28][cH:29]1>>[c:2]1([NH:23][c:24]2[cH:25][cH:26][cH:27][cH:28][cH:29]2)[cH:3][cH:4][c:5]([C:8]2=[N:9][O:10][CH:11]([CH2:13][NH:14][C:15](=[O:16])[c:17]3[s:18][c:19]([Cl:22])[cH:20][cH:21]3)[CH2:12]2)[cH:6][cH:7]1.